describe an organic reaction: reactants, conditions, products, and yield From a dataset of the Open Reaction Database (ORD), a public repository of structured organic reaction records. The reactants are C(C1=CC=CC=C1)C1CCN(CC1)C(C(=O)O)=O ((4-benzyl-piperidin-1-yl)-oxo-acetic acid), NC1=CC=C(C=C1)O (4-aminophenol). Solvent: C(C)OCC (diethylether). Yields the product C(C1=CC=CC=C1)C1CCN(CC1)C(C(=O)NC1=CC=C(C=C1)O)=O (2-(4-Benzyl-piperidin-1-yl)-N-(4-hydroxy-phenyl)-2-oxo-acetamide). As a reaction SMILES: [CH2:1]([CH:8]1[CH2:13][CH2:12][N:11]([C:14](=[O:18])[C:15]([OH:17])=O)[CH2:10][CH2:9]1)[C:2]1[CH:7]=[CH:6][CH:5]=[CH:4][CH:3]=1.[NH2:19][C:20]1[CH:25]=[CH:24][C:23]([OH:26])=[CH:22][CH:21]=1>C(OCC)C>[CH2:1]([CH:8]1[CH2:9][CH2:10][N:11]([C:14](=[O:18])[C:15]([NH:19][C:20]2[CH:25]=[CH:24][C:23]([OH:26])=[CH:22][CH:21]=2)=[O:17])[CH2:12][CH2:13]1)[C:2]1[CH:3]=[CH:4][CH:5]=[CH:6][CH:7]=1. Procedure: The title compound is prepared from (4-benzyl-piperidin-1-yl)-oxo-acetic acid (Example 5b) and 4-aminophenol (Aldrich) according to the method described in Example 1c. Melting Point: 167-169° C. (diethylether).